Dataset: the Open Reaction Database (ORD), a public repository of structured organic reaction records. Task: describe an organic reaction: reactants, conditions, products, and yield The reactants are ClC1=NC=C(C=C1)[N+](=O)[O-] (2-Chloro-5-nitropyridine), O.O.O.[O-]C1=CC=CC=C1.[Na+] (sodium phenoxide trihydrate), ice water. Run in petroleum ether, CN(C)C=O (DMF). Run at time 3 hour. Product: [N+](=O)([O-])C=1C=CC(=NC1)OC1=CC=CC=C1 (5-nitro-2-phenoxypyridine). RXN SMILES: Cl[C:2]1[CH:7]=[CH:6][C:5]([N+:8]([O-:10])=[O:9])=[CH:4][N:3]=1.O.O.O.[O-:14][C:15]1[CH:20]=[CH:19][CH:18]=[CH:17][CH:16]=1.[Na+]>CN(C=O)C>[N+:8]([C:5]1[CH:6]=[CH:7][C:2]([O:14][C:15]2[CH:20]=[CH:19][CH:18]=[CH:17][CH:16]=2)=[N:3][CH:4]=1)([O-:10])=[O:9] |f:1.2.3.4.5|. Procedure details: 2-Chloro-5-nitropyridine (4.48 g) was added in portions to a mixture of sodium phenoxide trihydrate (4.80 g) in DMF (140 ml) with stirring at ambient temperature under nitrogen. The mixture was then heated at 60° C. for 2 hours and then at 90° C. for 3 hours. The mixture was allowed to cool over 18 hours. The mixture was poured into ice water and extracted with dichloromethane to give a residue which was stirred in petroleum ether, b.p. 60°-80° C. at ambient temperature for 30 minutes and then f... Starting materials: BrC=1C(CC2(C1C1=CC=C(C(=C1CC2)Br)O)CCCC)=O (1,6-dibromo-3a-butyl-7-hydroxy-3,3a,4,5-tetrahydro-2H-cyclopenta[a]naphthalen-2-one), C(C)(C)N(C(C)C)CC (N,N-diisopropylethylamine), COCCl (chloromethyl methyl ether). Run in CN(C)C=O (DMF), CCOC(=O)C (EtOAc). Reaction conditions: time 16 hour. Yields the product BrC=1C(CC2(C1C1=CC=C(C(=C1CC2)Br)OCOC)CCCC)=O (1,6-dibromo-3a-butyl-7-(methoxymethoxy)-3,3a,4,5-tetrahydro-2H-cyclopenta[a]naphthalen-2-one). As a reaction SMILES: [Br:1][C:2]1[C:3](=[O:21])[CH2:4][C:5]2([CH2:17][CH2:18][CH2:19][CH3:20])[CH2:14][CH2:13][C:12]3[C:7](=[CH:8][CH:9]=[C:10]([OH:16])[C:11]=3[Br:15])[C:6]=12.C(N(CC)C(C)C)(C)C.[CH3:31][O:32][CH2:33]Cl>CN(C=O)C.CCOC(C)=O>[Br:1][C:2]1[C:3](=[O:21])[CH2:4][C:5]2([CH2:17][CH2:18][CH2:19][CH3:20])[CH2:14][CH2:13][C:12]3[C:7](=[CH:8][CH:9]=[C:10]([O:16][CH2:31][O:32][CH3:33])[C:11]=3[Br:15])[C:6]=12. Reported procedure: A solution of 1,6-dibromo-3a-butyl-7-hydroxy-3,3a,4,5-tetrahydro-2H-cyclopenta[a]naphthalen-2-one (189 mg, 0.46 mmol) in anhydrous DMF (2.3 mL) was placed under a N2 atmosphere and stirred at room temperature while N,N-diisopropylethylamine (0.242 mL, 1.38 mmol) and chloromethyl methyl ether (0.070 mL, 0.92 mmol) were added successively. After stirring at room temperature for 16 hours, the mixture was diluted with EtOAc and washed with 1N HCl. The organic phase was washed with 5% NaHCO3 and brin...